Dataset: the Open Reaction Database (ORD), a public repository of structured organic reaction records. Task: describe an organic reaction: reactants, conditions, products, and yield Reactants: C1CCOC1, CC#N, Cl, CC(C)COC(=O)c1cccc(-n2ncc3cc(OC(c4ccc5c(c4)OCCO5)C(C)NC(=O)C(C)(F)F)ccc32)c1, [Na+], [OH-]. As a reaction SMILES: [CH2:47]1[O:48][CH2:49][CH2:50][CH2:51]1.[CH3:52][C:53]#[N:54].[ClH:46].[F:1][C:2]([C:3](=[O:4])[NH:5][CH:6]([CH:7]([O:8][c:9]1[cH:10][c:11]2[cH:12][n:13][n:14](-[c:18]3[cH:19][c:20]([C:21](=[O:22])[O:23][CH2:24][CH:25]([CH3:26])[CH3:27])[cH:28][cH:29][cH:30]3)[c:15]2[cH:16][cH:17]1)[c:31]1[cH:32][c:33]2[c:34]([cH:39][cH:40]1)[O:35][CH2:36][CH2:37][O:38]2)[CH3:41])([CH3:42])[F:43].[Na+:45].[OH-:44]>>[F:1][C:2]([C:3](=[O:4])[NH:5][CH:6]([CH:7]([O:8][c:9]1[cH:10][c:11]2[cH:12][n:13][n:14](-[c:18]3[cH:19][c:20]([C:21](=[O:22])[OH:23])[cH:28][cH:29][cH:30]3)[c:15]2[cH:16][cH:17]1)[c:31]1[cH:32][c:33]2[c:34]([cH:39][cH:40]1)[O:35][CH2:36][CH2:37][O:38]2)[CH3:41])([CH3:42])[F:43]. The product is CC(NC(=O)C(C)(F)F)C(Oc1ccc2c(cnn2-c2cccc(C(=O)O)c2)c1)c1ccc2c(c1)OCCO2.